This data is from the Open Reaction Database (ORD), a public repository of structured organic reaction records. The task is: describe an organic reaction: reactants, conditions, products, and yield Starting materials: COC(C(=CC(N(C)CC1=CC(=C(C=C1)Cl)Cl)=O)O)=O ((3,4-Dichloro-benzyl-methyl-carbamoyl]-2-hydroxy-acrylic acid methyl ester), COC(C(=CC(N(C)CC1=CC(=C(C=C1)Cl)Cl)=O)O)=O ((3,4-Dichloro-benzyl-methyl-carbamoyl]-2-hydroxy-acrylic acid methyl ester), C=O (paraformaldehyde), CC(CN)(C)C (2,2-dimethyl-propylamine), ClC=1C=C(CN(C(=O)C=2CN(C(C2O)=O)C)C)C=CC1Cl (4-Hydroxy-1-methyl-5-oxo-2,5-dihydro-1H-pyrrole-3-carboxylic acid (3,4-dichloro-benzyl)-methyl amide). Yields the product ClC=1C=C(CN(C(=O)C=2CN(C(C2O)=O)CC(C)(C)C)C)C=CC1Cl (1-(2,2-Dimethyl-propyl)-4-hydroxy-5-oxo-2,5-dihydro-1H-pyrrole-3-carboxylic acid (3,4-dichloro-benzyl)-methyl-amide). The yield is 4.0%. As a reaction SMILES: COC(=O)C(O)=CC(=O)N(CC1C=CC(Cl)=C(Cl)C=1)C.C=O.[CH3:23][C:24]([CH3:28])([CH3:27])[CH2:25][NH2:26].[Cl:29][C:30]1[CH:31]=[C:32]([CH:46]=[CH:47][C:48]=1[Cl:49])[CH2:33][N:34]([CH3:45])[C:35]([C:37]1[CH2:38]N(C)[C:40](=[O:43])[C:41]=1[OH:42])=[O:36]>>[Cl:29][C:30]1[CH:31]=[C:32]([CH:46]=[CH:47][C:48]=1[Cl:49])[CH2:33][N:34]([CH3:45])[C:35]([C:37]1[CH2:38][N:26]([CH2:25][C:24]([CH3:28])([CH3:27])[CH3:23])[C:40](=[O:43])[C:41]=1[OH:42])=[O:36]. Procedure details: 3-[(3,4-Dichloro-benzyl-methyl-carbamoyl]-2-hydroxy-acrylic acid methyl ester (Compound 12-B) was treated with paraformaldehyde and 2,2-dimethyl-propylamine as described in the preparation of Compound 12. The resulting residue was purified by chromatography (YMC Combiprep ODS-A, 30 mm×50 mm, MeOH/H2O/0.1% TFA) to yield the title compound as a white powder (7.9 mg, 4% yield). 1H NMR (500 MHz, DMSO) δ: 7.42 (d, 1H, J=8.24), 7.36 (s, 1H), 7.12 (d, 1H, J=8.24), 4.61 (s, 2H), 4.26 (s, 2H), 3.27 (s, 2... Reagents/catalysts: [Cl-].C(C1=CC=CC=C1)[N+](CC)(CC)CC (benzyltriethylammonium chloride). Yields the product C(C)OC(=O)C1=NN2C(=NC(=CC2=N1)C1=C(C=C(C=C1)Cl)Cl)Cl (Ethyl-5-chloro-7-(2,4-dichlorophenyl)[1,2,4]triazolo[1,5-c]pyrimidine-2-carboxylate). Run at temperature 120 celsius, time 12 hour. Starting materials: ClC1=C(C=CC(=C1)Cl)C1=CC=2N(C(=N1)O)N=C(N2)C(=O)OCC (Ethyl 7-(2,4-dichlorophenyl)-5-hydroxy[1,2,4]triazolo[1,5-c]pyrimidine-2-carboxylate), P(=O)(Cl)(Cl)Cl (phosphoryl chloride). Solvent: C([O-])(O)=O.[Na+] (sodium bicarbonate), C([O-])(O)=O.[Na+] (sodium bicarbonate). As a reaction SMILES: [Cl:1][C:2]1[CH:7]=[C:6]([Cl:8])[CH:5]=[CH:4][C:3]=1[C:9]1[N:14]=[C:13](O)[N:12]2[N:16]=[C:17]([C:19]([O:21][CH2:22][CH3:23])=[O:20])[N:18]=[C:11]2[CH:10]=1.P(Cl)(Cl)([Cl:26])=O>[Cl-].C([N+](CC)(CC)CC)C1C=CC=CC=1.C(=O)(O)[O-].[Na+]>[CH2:22]([O:21][C:19]([C:17]1[N:18]=[C:11]2[N:12]([C:13]([Cl:26])=[N:14][C:9]([C:3]3[CH:4]=[CH:5][C:6]([Cl:8])=[CH:7][C:2]=3[Cl:1])=[CH:10]2)[N:16]=1)=[O:20])[CH3:23] |f:2.3,4.5|. Procedure details: 1311 mg (3.7 mmol) of ethyl 7-(2,4-dichlorophenyl)-5-hydroxy[1,2,4]triazolo[1,5-c]pyrimidine-2-carboxylate (Example 132A) are introduced into phosphoryl chloride (15 ml), 2.54 g (11.1 mmol) of benzyltriethylammonium chloride are added, and the reaction mixture is stirred at 120° C. for 12 h. The reaction mixture is slowly poured, while stirring vigorously, into saturated sodium bicarbonate solution (150 ml) and ice, and solid sodium bicarbonate (approx. 10 g) is added until a pH of 8 is reached.... The reactants are COC(CC1=CC(=CC=C1)O)=O ((3-Hydroxy-phenyl)-acetic acid methyl ester), Cl (HCl), BrC=1C=CC(=C(C=O)C1)F (5-bromo-2-fluorobenzaldehyde), C([O-])([O-])=O.[K+].[K+] (potassium carbonate). Solvent: O1CCOCC1 (1,4-dioxane), CCOC(=O)C (EtOAc). Run at temperature 120 celsius, time 16 hour. Product: COC(CC1=CC(=CC=C1)OC1=C(C=C(C=C1)Br)C=O)=O ([3-(4-Bromo-2-formyl-phenoxy)-phenyl]-acetic acid methyl ester). Isolated yield 47.6%. Reaction SMILES: [CH3:1][O:2][C:3](=[O:12])[CH2:4][C:5]1[CH:10]=[CH:9][CH:8]=[C:7]([OH:11])[CH:6]=1.[Br:13][C:14]1[CH:15]=[CH:16][C:17](F)=[C:18]([CH:21]=1)[CH:19]=[O:20].C(=O)([O-])[O-].[K+].[K+].Cl>O1CCOCC1.CCOC(C)=O>[CH3:1][O:2][C:3](=[O:12])[CH2:4][C:5]1[CH:10]=[CH:9][CH:8]=[C:7]([O:11][C:17]2[CH:16]=[CH:15][C:14]([Br:13])=[CH:21][C:18]=2[CH:19]=[O:20])[CH:6]=1 |f:2.3.4|. Reported procedure: (3-Hydroxy-phenyl)-acetic acid methyl ester (5 g, 30.1 mmol), 5-bromo-2-fluorobenzaldehyde (3.6 mL, 30.1 mmol), and potassium carbonate (8.3 g, 60.2 mmol) were combined in 1,4-dioxane (40 mL) and stirred at 120° C. for 16 hours. Once no starting material was seen by analytical LCMS and tlc, the mixture was worked-up with 10% aqueous HCl and EtOAc, and the crude material was purified by silica gel chromatography to give the desired product as a colorless oil (5 g). The reactants are S1C(=NC=C1)N (1,3-Thiazol-2-amine), ClC1=NC=NC(=C1)Cl (4,6-Dichloropyrimidine), [H-].[Na+] (sodium hydride), [H-].[Na+] (sodium hydride). The solvent is C1CCOC1 (THF). Conditions: time 30 minute. Yields the product ClC1=CC(=NC=N1)NC=1SC=CN1 (6-Chloro-N-(1,3-thiazol-2-yl)pyrimidin-4-amine). Reaction SMILES: [S:1]1[CH:5]=[CH:4][N:3]=[C:2]1[NH2:6].[H-].[Na+].[Cl:9][C:10]1[CH:15]=[C:14](Cl)[N:13]=[CH:12][N:11]=1>C1COCC1>[Cl:9][C:10]1[N:11]=[CH:12][N:13]=[C:14]([NH:6][C:2]2[S:1][CH:5]=[CH:4][N:3]=2)[CH:15]=1 |f:1.2|. Reported procedure: 1,3-Thiazol-2-amine 52-1 (2.0 g, 20.0 mmol) was dissolved in THF and 1 equivalent of sodium hydride (0.8 g, 60% dispersion in oil) was added. This was stirred for 30 min at room temperature. Then 4,6-dichloropyrimidine 7-1 (2.97 g, 20.0 mmol) and the other equivalent of sodium hydride were added simultaneously. This was refluxed for 30 minutes. The reaction was quenched with methanol and water and then evaporated. The residue was partitioned with DCM:MeOH:water (50:5:50). The organic layer was d... Starting materials: CC1(C)OC(=O)CC(=O)O1, ClCCl, O=C(Cl)CCC(c1ccc(F)cc1)c1ccc(F)cc1, O, c1ccncc1. The product is CC(=O)CCC(c1ccc(F)cc1)c1ccc(F)cc1. RXN SMILES: [CH3:1][C:2]1([CH3:3])[O:4][C:5](=[O:6])[CH2:7][C:8](=[O:9])[O:10]1.[Cl:11][CH2:12][Cl:13].[Cl:20][C:21]([CH2:22][CH2:23][CH:24]([c:25]1[cH:26][cH:27][c:28]([F:31])[cH:29][cH:30]1)[c:32]1[cH:33][cH:34][c:35]([F:38])[cH:36][cH:37]1)=[O:39].[OH2:40].[cH:14]1[cH:15][cH:16][n:17][cH:18][cH:19]1>>[CH3:1][C:21]([CH2:22][CH2:23][CH:24]([c:25]1[cH:26][cH:27][c:28]([F:31])[cH:29][cH:30]1)[c:32]1[cH:33][cH:34][c:35]([F:38])[cH:36][cH:37]1)=[O:39]. Reactants: C(C(=O)Cl)(=O)Cl (oxalyl chloride), C[Si](C)(C)CC(C(=O)O)=C (2-(trimethylsilylmethyl)acrylic acid). The solvent is C1(=CC=CC=C1)C (toluene), C1(=CC=CC=C1)C (toluene). Conditions: temperature 50 celsius, time 2 hour. Product: C[Si](C)(C)CC(C(=O)Cl)=C (2-(trimethylsilylmethyl)acryloyl chloride). Reaction SMILES: C(Cl)(=O)C([Cl:4])=O.[CH3:7][Si:8]([CH2:11][C:12](=[CH2:16])[C:13](O)=[O:14])([CH3:10])[CH3:9]>C1(C)C=CC=CC=1>[CH3:7][Si:8]([CH2:11][C:12](=[CH2:16])[C:13]([Cl:4])=[O:14])([CH3:10])[CH3:9]. Procedure details: With stirring at 50° C., 60.0 g of oxalyl chloride was slowly added dropwise to a mixture of 69.8 g of 2-(trimethylsilylmethyl)acrylic acid obtained in Example 2 and 300 ml of toluene. Stirring was continued at the temperature. After gas evolution ceased, stirring was continued at 70° C. for 2 hours. After cooling, the product in toluene solution was directly used in the subsequent step. Starting materials: N#Cc1ccc(C(=O)N2CCC3(CC2)OCCO3)cc1, Cl, Cl, COc1cccc(N)c1C(=N)N. Product: Cl, COc1cccc2c1C(N)=NC1(CCN(C(=O)c3ccc(C#N)cc3)CC1)N2. As a reaction SMILES: [CH2:15]1[O:16][C:18]2([O:17][CH2:34]1)[CH2:19][CH2:20][N:21]([C:24]([c:25]1[cH:26][cH:27][c:28]([C:31]#[N:32])[cH:29][cH:30]1)=[O:33])[CH2:22][CH2:23]2.[ClH:1].[ClH:2].[NH2:3][c:4]1[c:5]([C:6](=[NH:7])[NH2:8])[c:9]([O:13][CH3:14])[cH:10][cH:11][cH:12]1>>[ClH:1].[NH:3]1[c:4]2[c:5]([c:9]([O:13][CH3:14])[cH:10][cH:11][cH:12]2)[C:6]([NH2:8])=[N:7][C:18]12[CH2:19][CH2:20][N:21]([C:24]([c:25]1[cH:26][cH:27][c:28]([C:31]#[N:32])[cH:29][cH:30]1)=[O:33])[CH2:22][CH2:23]2. Starting materials: COc1cc(C)cc(OC)c1N, Cc1ccccc1, O=CO, O=C1C2CC3CC(C2)CC1C3. The product is COc1cc(C)cc(OC)c1NC1C2CC3CC(C2)CC1C3. As a reaction SMILES: [CH3:1][O:2][c:3]1[c:4]([NH2:5])[c:6]([O:11][CH3:12])[cH:7][c:8]([CH3:10])[cH:9]1.[CH3:27][c:28]1[cH:29][cH:30][cH:31][cH:32][cH:33]1.[CH:13]([OH:14])=[O:15].[CH:16]12[C:17](=[O:26])[CH:18]3[CH2:19][CH:20]([CH2:21][CH:22]([CH2:23]1)[CH2:24]3)[CH2:25]2>>[CH3:1][O:2][c:3]1[c:4]([NH:5][CH:17]2[CH:16]3[CH2:23][CH:22]4[CH2:21][CH:20]([CH2:19][CH:18]2[CH2:24]4)[CH2:25]3)[c:6]([O:11][CH3:12])[cH:7][c:8]([CH3:10])[cH:9]1. The reactants are CC(C)(C)[Si](C)(C)Cl, COc1ccc(C(OCC23COC(C(n4ccc(=O)[nH]c4=O)O2)C3O)(c2ccccc2)c2ccc(OC)cc2)cc1, CCOC(C)=O, CN(C)C=O, c1c[nH]cn1. Yields the product COc1ccc(C(OCC23COC(C(n4ccc(=O)[nH]c4=O)O2)C3O[Si](C)(C)C(C)(C)C)(c2ccccc2)c2ccc(OC)cc2)cc1. RXN SMILES: [C:47]([CH3:48])([CH3:49])([CH3:50])[Si:51]([CH3:52])([CH3:53])[Cl:54].[CH3:1][O:2][c:3]1[cH:4][cH:5][c:6]([C:7]([c:8]2[cH:9][cH:10][c:11]([O:14][CH3:15])[cH:12][cH:13]2)([c:16]2[cH:17][cH:18][cH:19][cH:20][cH:21]2)[O:22][CH2:23][C:24]23[O:25][CH:26]([n:32]4[c:33](=[O:34])[nH:35][c:36](=[O:37])[cH:38][cH:39]4)[CH:27]([O:28][CH2:29]2)[CH:30]3[OH:31])[cH:40][cH:41]1.[CH3:60][CH2:61][O:62][C:63]([CH3:64])=[O:65].[O:55]=[CH:56][N:57]([CH3:58])[CH3:59].[nH:42]1[cH:43][cH:44][n:45][cH:46]1>>[CH3:1][O:2][c:3]1[cH:4][cH:5][c:6]([C:7]([c:8]2[cH:9][cH:10][c:11]([O:14][CH3:15])[cH:12][cH:13]2)([c:16]2[cH:17][cH:18][cH:19][cH:20][cH:21]2)[O:22][CH2:23][C:24]23[O:25][CH:26]([n:32]4[c:33](=[O:34])[nH:35][c:36](=[O:37])[cH:38][cH:39]4)[CH:27]([O:28][CH2:29]2)[CH:30]3[O:31][Si:51]([C:47]([CH3:48])([CH3:49])[CH3:50])([CH3:52])[CH3:53])[cH:40][cH:41]1.